From a dataset of the Open Reaction Database (ORD), a public repository of structured organic reaction records. describe an organic reaction: reactants, conditions, products, and yield Starting materials: BrC1=CC(=C(S1)C(=O)OC)NC(C(F)(F)F)=O (methyl 5-bromo-3-[(trifluoroacetyl)amino]thiophene-2-carboxylate), FC(S(=O)(=O)OCC(F)F)(F)F (2,2-difluoroethyl trifluoromethanesulfonate), C([O-])([O-])=O.[Cs+].[Cs+] (cesium carbonate), CN(C)C=O (DMF). Run in O (water). Run at time 0.5 hour. Product: BrC1=CC(=C(S1)C(=O)OC)NCC(F)F (methyl 5-bromo-3-[(2,2-difluoroethyl)amino]thiophene-2-carboxylate). The yield is 64.0%. RXN SMILES: [Br:1][C:2]1[S:6][C:5]([C:7]([O:9][CH3:10])=[O:8])=[C:4]([NH:11][C:12](=O)[C:13](F)([F:15])[F:14])[CH:3]=1.FC(F)(F)S(OCC(F)F)(=O)=O.C(=O)([O-])[O-].[Cs+].[Cs+].CN(C=O)C>O>[Br:1][C:2]1[S:6][C:5]([C:7]([O:9][CH3:10])=[O:8])=[C:4]([NH:11][CH2:12][CH:13]([F:15])[F:14])[CH:3]=1 |f:2.3.4|. Procedure: A mixture of methyl 5-bromo-3-[(trifluoroacetyl)amino]thiophene-2-carboxylate (500 mg, 1.51 mmol), 2,2-difluoroethyl trifluoromethanesulfonate (441 mg, 2.06 mmol), cesium carbonate (1.23 g, 3.78 mmol) and DMF (10 mL) was microwave-irradiated at 90° C. for 1 h. Then, water was added to quench the reaction. The organic materials were extracted with EtOAc. The combined extracts were washed with water and brine, dried over Na2SO4 and filtered. After removal of the solvent at reduced pressure, the re... Reactants: CCN(CC)CC(=O)N1CCc2cc(OC)c(Nc3nc(Nc4cccc(F)c4C(N)=O)c4ccnc-4[nH]3)cc21, C1CCOC1, CN, CO, C[O-], [Na+]. Product: CCN(CC)CC(=O)N1CCc2cc(OC)c(Nc3nc(Nc4cccc(F)c4C(=O)NC)c4ccnc-4[nH]3)cc21. Reaction SMILES: [CH2:1]([CH3:2])[N:3]([CH2:4][C:5](=[O:6])[N:7]1[CH2:8][CH2:9][c:10]2[cH:11][c:12]([O:37][CH3:38])[c:13]([NH:16][c:17]3[n:18][c:19]([NH:26][c:27]4[c:28]([C:29](=[O:30])[NH2:31])[c:32]([F:36])[cH:33][cH:34][cH:35]4)[c:20]4[cH:25][cH:24][n:23][c:21]-4[nH:22]3)[cH:14][c:15]21)[CH2:39][CH3:40].[CH2:48]1[O:49][CH2:50][CH2:51][CH2:52]1.[CH3:41][NH2:42].[CH3:43][OH:44].[CH3:45][O-:46].[Na+:47]>>[CH2:1]([CH3:2])[N:3]([CH2:4][C:5](=[O:6])[N:7]1[CH2:8][CH2:9][c:10]2[cH:11][c:12]([O:37][CH3:38])[c:13]([NH:16][c:17]3[n:18][c:19]([NH:26][c:27]4[c:28]([C:29](=[O:30])[NH:31][CH3:41])[c:32]([F:36])[cH:33][cH:34][cH:35]4)[c:20]4[cH:25][cH:24][n:23][c:21]-4[nH:22]3)[cH:14][c:15]21)[CH2:39][CH3:40]. The reactants are CC(C)(C)[SiH2]OC(C)(C)c1cc(C=O)ccc1Cl, CC(=O)O, CC#N, Cl, NO, [Na+], O=C([O-])O, O. Yields the product CC(C)(C)[SiH2]OC(C)(C)c1cc(C=NO)ccc1Cl. Reaction SMILES: [C:1]([CH3:2])([CH3:3])([CH3:4])[SiH2:5][O:6][C:7]([c:8]1[cH:9][c:10]([CH:11]=[O:12])[cH:13][cH:14][c:15]1[Cl:16])([CH3:17])[CH3:18].[C:27]([OH:28])(=[O:29])[CH3:30].[CH3:31][C:32]#[N:33].[ClH:26].[NH2:24][OH:25].[Na+:23].[O-:19][C:20]([OH:21])=[O:22].[OH2:34]>>[C:1]([CH3:2])([CH3:3])([CH3:4])[SiH2:5][O:6][C:7]([c:8]1[cH:9][c:10]([CH:11]=[N:24][OH:25])[cH:13][cH:14][c:15]1[Cl:16])([CH3:17])[CH3:18]. The reactants are FC=1C=C(C=CC1N1C=NC=C1)N1C(O[C@H](C1)CO)=O (3-(3-Fluoro-4-(imidazol-1-yl)phenyl)-5(R)-hydroxymethyloxazolidin-2-one), CC(C)OC(=O)/N=N/C(=O)OC(C)C (Diisopropylazodicarboxylate), OC1=NOC=C1 (3-hydroxyisoxazole), C1(=CC=CC=C1)P(C1=CC=CC=C1)C1=CC=CC=C1 (triphenylphosphine). Solvent: O1CCCC1 (tetrahydrofuran). Run at time 2 hour. Product: FC=1C=C(C=CC1N1C=NC=C1)N1C(O[C@H](C1)COC1=NOC=C1)=O (3-(3-Fluoro-4-(imidazol-1-yl)phenyl)-5(R)-(isoxazol-3-yloxymethyl)-oxazolidin-2-one). The yield is 59.8%. As a reaction SMILES: [F:1][C:2]1[CH:3]=[C:4]([N:13]2[CH2:17][C@H:16]([CH2:18][OH:19])[O:15][C:14]2=[O:20])[CH:5]=[CH:6][C:7]=1[N:8]1[CH:12]=[CH:11][N:10]=[CH:9]1.O[C:22]1[CH:26]=[CH:25][O:24][N:23]=1.C1(P(C2C=CC=CC=2)C2C=CC=CC=2)C=CC=CC=1.CC(OC(/N=N/C(OC(C)C)=O)=O)C>O1CCCC1>[F:1][C:2]1[CH:3]=[C:4]([N:13]2[CH2:17][C@H:16]([CH2:18][O:19][C:22]3[CH:26]=[CH:25][O:24][N:23]=3)[O:15][C:14]2=[O:20])[CH:5]=[CH:6][C:7]=1[N:8]1[CH:12]=[CH:11][N:10]=[CH:9]1. Procedure details: 3-(3-Fluoro-4-(imidazol-1-yl)phenyl)-5(R)-hydroxymethyloxazolidin-2-one (WO 96/23788; 280 mg, 1 mmol), 3-hydroxyisoxazole (94 mg, 1.1 mmol), and triphenylphosphine (330 mg, 1.25 mmol) were suspended by stirring in dry tetrahydrofuran (10 ml) under nitrogen at ambient temperature. Diisopropylazodicarboxylate (308 mg, 1.5 mmol) was added dropwise over 10 minutes. The suspension dissolved, and stirring was continued at the same temperature for 2 hours. The mixture was evaporated to dryness, and the... Starting materials: FC(C)(F)C=1C=NC=CN1 (3-(1,1-difluoroethyl)pyrazine), [H][H] (hydrogen). Reagents/catalysts: [Pt]=O (platinum oxide). Solvent: CO (methanol). Product: FC(C)(F)C1CNCCN1 (3-(1,1-difluoroethyl)piperazine). Reaction SMILES: [F:1][C:2]([C:5]1[CH:6]=[N:7][CH:8]=[CH:9][N:10]=1)([F:4])[CH3:3].[H][H]>CO.[Pt]=O>[F:1][C:2]([CH:5]1[NH:10][CH2:9][CH2:8][NH:7][CH2:6]1)([F:4])[CH3:3]. Reported procedure: A 4.3 g portion of 3-(1,1-difluoroethyl)pyrazine in 25 ml of methanol was reduced with 50 psi hydrogen and 750 mg of platinum oxide at 20° C. for 5 hours. The resulting oil was purified by chromatography, giving about 700 mg of 3-(1,1-difluoroethyl)piperazine. Reactants: COc1cc(N2CCN(C(=O)CCl)C(C)C2)ccc1Cl, Cc1ccnc(-c2n[nH]c(C)c2Cl)c1. The product is COc1cc(N2CCN(C(=O)Cn3nc(-c4cc(C)ccn4)c(Cl)c3C)C(C)C2)ccc1Cl. RXN SMILES: [Cl:1][CH2:2][C:3](=[O:4])[N:5]1[CH:6]([CH3:20])[CH2:7][N:8]([c:11]2[cH:12][c:13]([O:18][CH3:19])[c:14]([Cl:17])[cH:15][cH:16]2)[CH2:9][CH2:10]1.[Cl:21][c:22]1[c:23](-[c:28]2[n:29][cH:30][cH:31][c:32]([CH3:34])[cH:33]2)[n:24][nH:25][c:26]1[CH3:27]>>[CH2:2]([C:3](=[O:4])[N:5]1[CH:6]([CH3:20])[CH2:7][N:8]([c:11]2[cH:12][c:13]([O:18][CH3:19])[c:14]([Cl:17])[cH:15][cH:16]2)[CH2:9][CH2:10]1)[n:25]1[n:24][c:23](-[c:28]2[n:29][cH:30][cH:31][c:32]([CH3:34])[cH:33]2)[c:22]([Cl:21])[c:26]1[CH3:27]. The reactants are CC(C)C(C=1C=CC(=CC1)Cl)C(=O)OC(C#N)C=2C=CC=C(C2)OC=3C=CC=CC3 (fenvalerate), CC(C)C(C=1C=CC(=CC1)Cl)C(=O)OC(C#N)C=2C=CC=C(C2)OC=3C=CC=CC3 (Fenvalerate). The reagents and catalysts are [Pt]=O (platinum oxide). Solvent: C(C)O (ethanol). The product is ClC1=CC=C(C=C1)[C@@H](C(=O)O)C(C)C ((S)-2-(4-chlorophenyl)isovaleric acid). Reaction SMILES: [CH3:1][CH:2]([CH:4]([C:12]([O:14]C(C1C=CC=C(OC2C=CC=CC=2)C=1)C#N)=[O:13])[C:5]1[CH:6]=[CH:7][C:8]([Cl:11])=[CH:9][CH:10]=1)[CH3:3]>C(O)C.[Pt]=O>[Cl:11][C:8]1[CH:7]=[CH:6][C:5]([C@H:4]([CH:2]([CH3:3])[CH3:1])[C:12]([OH:14])=[O:13])=[CH:10][CH:9]=1. Reported procedure: The optical purity of the acid moiety of fenvalerate A was determined as follows: Fenvalerate A was hydrogenated in ethanol using platinum oxide as a catalyst to obtain (S)-2-(4-chlorophenyl)isovaleric acid which was then converted to an acid chloride using thionyl chloride. The acid chloride was converted to the l-menthol ester with l-menthol. The ratio between the two resulting diastereomers was determined by gas chromatography, and the optical purity of the acid moiety was calculated. Starting materials: [CH-]1C=CC=C1.[CH-]1C=CC=C1.[Fe+2] (ferrocene), S(O)(O)(=O)=O (sulfuric acid). Run in O (water), O (water), O (water). Run at time 1 hour. The product is C1C=CC=C1.[CH-]1C=CC=C1.[Fe+2] (Ferrocenium). As a reaction SMILES: [CH-:1]1[CH:5]=[CH:4][CH:3]=[CH:2]1.[CH-:6]1[CH:10]=[CH:9][CH:8]=[CH:7]1.[Fe+2:11].S(=O)(=O)(O)O>O>[CH2:4]1[CH:3]=[CH:2][CH:1]=[CH:5]1.[CH-:6]1[CH:10]=[CH:9][CH:8]=[CH:7]1.[Fe+2:11] |f:0.1.2,5.6.7|. Reported procedure: In a 1 L Erlenmeyer Flask, 10 g of fluoromica (NaMg2.5(Si4O10)F2, Coop Me-100, <0.2 percent weight loss below 800° C.) were dispersed in 600 mL of deionized water at ambient conditions for one hour. The white fluoromica was observed to swell and disperse in water yielding a semi-transparent slurry. In a separate flask, 2.5 g of ferrocene (Aldrich) were added to 20 mL of concentrated sulfuric acid and the resulting mixture was held under ambient conditions for one hour, producing a navy blue solu... Reactants: ClCC(=O)N1[C@@H](CN(CC1)CC1=CC=C(C=C1)F)C (2-chloro-1-[4-(4-fluoro-benzyl)-(2R)-2-methyl-piperazin-1-yl]-ethanone), ClC1=CC(=C(C=C1)O)[N+](=O)[O-] (4-chloro-2-nitro-phenol), C([O-])([O-])=O.[K+].[K+] (potassium carbonate), [I-].[K+] (potassium iodide). Solvent: CC(CC)=O (2-butanone). Product: ClC1=CC(=C(OCC(=O)N2[C@@H](CN(CC2)CC2=CC=C(C=C2)F)C)C=C1)[N+](=O)[O-] (2-(4-Chloro-2-nitro-phenoxy)-1-[4-(4-fluoro-benzyl)-(2R)-2-methyl-piperazin-1-yl]-ethanone). Isolated yield 94.8%. Reaction SMILES: Cl[CH2:2][C:3]([N:5]1[CH2:10][CH2:9][N:8]([CH2:11][C:12]2[CH:17]=[CH:16][C:15]([F:18])=[CH:14][CH:13]=2)[CH2:7][C@H:6]1[CH3:19])=[O:4].[Cl:20][C:21]1[CH:26]=[CH:25][C:24]([OH:27])=[C:23]([N+:28]([O-:30])=[O:29])[CH:22]=1.C(=O)([O-])[O-].[K+].[K+].[I-].[K+]>CC(=O)CC>[Cl:20][C:21]1[CH:26]=[CH:25][C:24]([O:27][CH2:2][C:3]([N:5]2[CH2:10][CH2:9][N:8]([CH2:11][C:12]3[CH:17]=[CH:16][C:15]([F:18])=[CH:14][CH:13]=3)[CH2:7][C@H:6]2[CH3:19])=[O:4])=[C:23]([N+:28]([O-:30])=[O:29])[CH:22]=1 |f:2.3.4,5.6|. Procedure: To a solution of 2-chloro-1-[4-(4-fluoro-benzyl)-(2R)-2-methyl-piperazin-1-yl]-ethanone (0.40 g, 1.4 mmol) in 2-butanone (14 mL) was added 4-chloro-2-nitro-phenol (0.25 g, 1.4 mmol), potassium carbonate (0.39 g, 2.8 mmol) and potassium iodide (233 mg, 1.4 mmol). The reaction was refluxed overnight, cooled and concentrated in vacuo. Chromatography on silica gel gave the title compound (0.56 g).